Dataset: the Open Reaction Database (ORD), a public repository of structured organic reaction records. Task: describe an organic reaction: reactants, conditions, products, and yield Starting materials: CCOCCO, COc1cccc2c(Cl)c(C#N)cnc12, Cl, Nc1c(F)cc(F)cc1F, c1ccncc1. Yields the product COc1cccc2c(Nc3c(F)cc(F)cc3F)c(C#N)cnc12. Reaction SMILES: [CH3:33][CH2:34][O:35][CH2:36][CH2:37][OH:38].[Cl:1][c:2]1[c:3]([C:14]#[N:15])[cH:4][n:5][c:6]2[c:7]([O:12][CH3:13])[cH:8][cH:9][cH:10][c:11]12.[ClH:16].[F:23][c:24]1[c:25]([NH2:26])[c:27]([F:32])[cH:28][c:29]([F:31])[cH:30]1.[n:17]1[cH:18][cH:19][cH:20][cH:21][cH:22]1>>[c:2]1([NH:26][c:25]2[c:24]([F:23])[cH:30][c:29]([F:31])[cH:28][c:27]2[F:32])[c:3]([C:14]#[N:15])[cH:4][n:5][c:6]2[c:7]([O:12][CH3:13])[cH:8][cH:9][cH:10][c:11]12.